describe an organic reaction: reactants, conditions, products, and yield From a dataset of the Open Reaction Database (ORD), a public repository of structured organic reaction records. Reactants: CCOC(C)=O, CC(C)O, Cl, Nc1cccnc1S(N)(=O)=O. The product is O=S1(=O)NCNc2cccnc21. As a reaction SMILES: [CH3:12][CH2:13][O:14][C:15](=[O:16])[CH3:17].[CH:19]([OH:20])([CH3:21])[CH3:22].[ClH:18].[NH2:1][c:2]1[c:3]([S:8](=[O:9])(=[O:10])[NH2:11])[n:4][cH:5][cH:6][cH:7]1>>[NH:1]1[c:2]2[c:3]([n:4][cH:5][cH:6][cH:7]2)[S:8](=[O:9])(=[O:10])[NH:11][CH2:12]1. Reactants: solid, BrC1=CC(=CC=2C=C3N(C12)CCCNC3=O)C#N (7-bromo-1-oxo-2,3,4,5-tetrahydro-[1,4]diazepino[1,2-a]indole-9-carbonitrile), BrC1=CC(=CC=2C=C3N(C12)CCCNC3=O)C#N (7-bromo-1-oxo-2,3,4,5-tetrahydro-[1,4]diazepino[1,2-a]indole-9-carbonitrile), FC(OC1=CC=C(C=C1)B(O)O)(F)F (4-trifluoromethoxy-phenylboronic acid). Product: O=C1NCCCN2C1=CC=1C=C(C=C(C21)C2=CC=C(C=C2)OC(F)(F)F)C#N (1-Oxo-7-[4-(trifluoromethoxy)phenyl]-2,3,4,5-tetrahydro-[1,4]diazepino[1,2-a]indole-9-carbonitrile). As a reaction SMILES: Br[C:2]1[C:10]2[N:9]3[CH2:11][CH2:12][CH2:13][NH:14][C:15](=[O:16])[C:8]3=[CH:7][C:6]=2[CH:5]=[C:4]([C:17]#[N:18])[CH:3]=1.[F:19][C:20]([F:32])([F:31])[O:21][C:22]1[CH:27]=[CH:26][C:25](B(O)O)=[CH:24][CH:23]=1>>[O:16]=[C:15]1[C:8]2=[CH:7][C:6]3[CH:5]=[C:4]([C:17]#[N:18])[CH:3]=[C:2]([C:25]4[CH:24]=[CH:23][C:22]([O:21][C:20]([F:19])([F:31])[F:32])=[CH:27][CH:26]=4)[C:10]=3[N:9]2[CH2:11][CH2:12][CH2:13][NH:14]1. Procedure: The title compound, off-white solid (83 mg, 86%), MS (ISP) m/z=386.4 [(M+H)+], mp 230.5° C., was prepared in accordance with the general method of example 1 from 7-bromo-1-oxo-2,3,4,5-tetrahydro-[1,4]diazepino[1,2-a]indole-9-carbonitrile (intermediate 20) (76.0 mg, 0.25 mmol) and commercially available 4-trifluoromethoxy-phenylboronic acid (66.9 mg, 0.325 mmol). Starting materials: S(=O)(=O)(C1=CC=C(C)C=C1)N1C=CC=2C1=NC=C(N2)C=O (5-tosyl-5H-pyrrolo[2,3-b]pyrazine-2-carbaldehyde), NO (hydroxylamine). Solvent: CO (MeOH). Reaction conditions: temperature 45 celsius, time 2 hour. The product is S(=O)(=O)(C1=CC=C(C)C=C1)N1C=CC=2C1=NC=C(N2)C=NO (5-tosyl-5H-pyrrolo[2,3-b]pyrazine-2-carbaldehyde oxime). Reaction SMILES: [S:1]([N:11]1[C:15]2=[N:16][CH:17]=[C:18]([CH:20]=O)[N:19]=[C:14]2[CH:13]=[CH:12]1)([C:4]1[CH:10]=[CH:9][C:7]([CH3:8])=[CH:6][CH:5]=1)(=[O:3])=[O:2].[NH2:22][OH:23]>CO>[S:1]([N:11]1[C:15]2=[N:16][CH:17]=[C:18]([CH:20]=[N:22][OH:23])[N:19]=[C:14]2[CH:13]=[CH:12]1)([C:4]1[CH:10]=[CH:9][C:7]([CH3:8])=[CH:6][CH:5]=1)(=[O:3])=[O:2]. Procedure: To a solution of 5-tosyl-5H-pyrrolo[2,3-b]pyrazine-2-carbaldehyde (0.150 g, 0.498 mmol) in MeOH (10 mL) was added hydroxylamine (50% solution in water, 0.061 mL, 1.0 mmol). The reaction mixture was heated to about 45° C. After about 2 h, the reaction mixture was cooled to ambient temperature and concentrated under reduced pressure to provide the crude 5-tosyl-5H-pyrrolo[2,3-b]pyrazine-2-carbaldehyde oxime as a tan solid. LC/MS (Table 2, Method a) Rt=2.15 min; MS m/z: 317 (M+H)+. To a solution of... Starting materials: C(C)O (ethanol), [Cl-].[NH4+] (ammonium chloride), O=C1SC2=C(N1CC(=O)OCC)C=C(C(=C2)[N+](=O)[O-])Cl (ethyl 2-oxo-5-chloro-6-nitro-3-benzothiazolineacetate). Reagents/catalysts: [Fe] (iron). The solvent is O (water). Reaction conditions: time 4 hour. Yields the product O=C1SC2=C(N1CC(=O)OCC)C=C(C(=C2)N)Cl (ethyl 2-oxo-5-chloro-6-amino-3-benzothiazolineacetate). Isolated yield 88.4%. As a reaction SMILES: C(O)C.[Cl-].[NH4+].[O:6]=[C:7]1[N:11]([CH2:12][C:13]([O:15][CH2:16][CH3:17])=[O:14])[C:10]2[CH:18]=[C:19]([Cl:25])[C:20]([N+:22]([O-])=O)=[CH:21][C:9]=2[S:8]1>[Fe].O>[O:6]=[C:7]1[N:11]([CH2:12][C:13]([O:15][CH2:16][CH3:17])=[O:14])[C:10]2[CH:18]=[C:19]([Cl:25])[C:20]([NH2:22])=[CH:21][C:9]=2[S:8]1 |f:1.2|. Reported procedure: To a mixture of ethanol (10 liters) and water (1 liter) were added ammonium chloride (25 g) and iron metal (300 g). To the mixture was added ethyl 2-oxo-5-chloro-6-nitro-3-benzothiazolineacetate (434.6 g) under mild reflux. After refluxing with stirring for 4 hours, the resultant mixture was filtered under warm condition. The filter cake was washed with ethanol. The combined filtrate and washings were concentrated under reduced pressure and cooled to ambient temperature to give crystals, which w... The reactants are OC(C(=O)OC)(C)C1=CC(=CC=C1)C(F)(F)F (methyl 2-hydroxy-2-[3-(trifluoromethyl)phenyl]propanoate), FC1=CC(=C(C(=O)OC)C=C1[N+](=O)[O-])C(F)(F)F (methyl 4-fluoro-5-nitro-2-(trifluoromethyl)benzoate). Yields the product CC1(OC2=C(NC1=O)C=C(C(=C2)C)C(=O)OC)C2=CC(=CC=C2)C(F)(F)F (Methyl 2,7-dimethyl-3-oxo-2-[3-(trifluoromethyl)phenyl]-3,4-dihydro-2H-1,4-benzoxazine-6-carboxylate). RXN SMILES: [OH:1][C:2]([C:8]1[CH:13]=[CH:12][CH:11]=[C:10]([C:14]([F:17])([F:16])[F:15])[CH:9]=1)([CH3:7])[C:3]([O:5]C)=O.F[C:19]1[C:28]([N+:29]([O-])=O)=[CH:27][C:22]([C:23]([O:25][CH3:26])=[O:24])=[C:21]([C:32](F)(F)F)[CH:20]=1>>[CH3:7][C:2]1([C:8]2[CH:13]=[CH:12][CH:11]=[C:10]([C:14]([F:17])([F:16])[F:15])[CH:9]=2)[C:3](=[O:5])[NH:29][C:28]2[CH:27]=[C:22]([C:23]([O:25][CH3:26])=[O:24])[C:21]([CH3:32])=[CH:20][C:19]=2[O:1]1. Procedure details: Using methyl 2-hydroxy-2-[3-(trifluoromethyl)phenyl]propanoate and methyl 4-fluoro-5-nitro-2-(trifluoromethyl)benzoate, the title compound was obtained in a similar manner to Reference Example 22 and Reference Example 2. Starting materials: C1(CC1)CN1C=NC=C1CO (1-cyclopropylmethyl-5-hydroxymethylimidazole), S(=O)(Cl)Cl (thionyl chloride). Run at temperature 90 celsius. Product: Cl.ClCC1=CN=CN1CC1CC1 (5-chloromethyl-1-cyclopropylmethylimidazole hydrochloride). Reaction SMILES: [CH:1]1([CH2:4][N:5]2[C:9]([CH2:10]O)=[CH:8][N:7]=[CH:6]2)[CH2:3][CH2:2]1.S(Cl)([Cl:14])=O>>[ClH:14].[Cl:14][CH2:10][C:9]1[N:5]([CH2:4][CH:1]2[CH2:3][CH2:2]2)[CH:6]=[N:7][CH:8]=1 |f:2.3|. Reported procedure: To 1-cyclopropylmethyl-5-hydroxymethylimidazole (4.5 g) was added thionyl chloride (30 ml) by portions at 0° C., and the mixture was heated for 30 minutes under nitrogen atmosphere at 90° C. The mixture was allowed to be at room temperature. The solvent was distilled off under reduced pressure and the obtained residue was dissolved in methanol, and the solvent was distilled off again under reduced pressure. The obtained solid was recrystallized from ethyl acetate, to give 5-chloromethyl-1-cyclop... Reactants: product, CS(=O)(=O)O (methane sulfonic acid), COC(CCC(=O)Cl)=O (3-Chlorocarbonyl-propionic acid methyl ester), NNC(=S)N (thiosemicarbazide). The solvent is C1CCOC1 (THF), C1(=CC=CC=C1)C (toluene). Run at time 18 hour. The product is COC(CCC=1SC(=NN1)N)=O (3-(5-Amino-[1,3,4]thiadiazol-2-yl)-propionic acid methyl ester). As a reaction SMILES: [CH3:1][O:2][C:3](=[O:9])[CH2:4][CH2:5][C:6](Cl)=O.[NH2:10][NH:11][C:12]([NH2:14])=[S:13].CS(O)(=O)=O>C1COCC1.C1(C)C=CC=CC=1>[CH3:1][O:2][C:3](=[O:9])[CH2:4][CH2:5][C:6]1[S:13][C:12]([NH2:14])=[N:11][N:10]=1. Procedure details: 3-Chlorocarbonyl-propionic acid methyl ester (4.4 g, 21 mmol) is added dropwise to a stirred suspension of thiosemicarbazide (4.0 g, 44 mmol) in THF (25 ml) at 0° C. After stirring at room temperature for 18 h the product which precipitates is removed by filtration and washed with diethyl ether. This product (7.1 g, 34 mmol) is suspended in toluene (30 ml) at 0° C. and methane sulfonic acid (3.37 ml, 52 mmol) is added dropwise to the stirred reaction. The reaction is heated at 70° C. for 3 hours...